Dataset: the Open Reaction Database (ORD), a public repository of structured organic reaction records. Task: describe an organic reaction: reactants, conditions, products, and yield Starting materials: ClC=1C2=C(SC1C(=O)N1CCOCC1)C=C(C(=C2)OC)OC ((3-Chloro-5,6-dimethoxy-benzo[b]thiophen-2-yl)-morpholin-4-yl-methanone), [Cl-].[Al+3].[Cl-].[Cl-] (aluminum chloride), Cl (hydrochloric acid). Solvent: ClCCl (dichloromethane). Reaction conditions: time 24 hour. Product: ClC=1C2=C(SC1C(=O)N1CCOCC1)C=C(C(=C2)OC)O ((3-Chloro-6-hydroxy-5-methoxy-benzo[b]thiophen-2-yl)-morpholin-4-yl-methanone). As a reaction SMILES: [Cl:1][C:2]1[C:3]2[CH:18]=[C:17]([O:19][CH3:20])[C:16]([O:21]C)=[CH:15][C:4]=2[S:5][C:6]=1[C:7]([N:9]1[CH2:14][CH2:13][O:12][CH2:11][CH2:10]1)=[O:8].[Cl-].[Al+3].[Cl-].[Cl-].Cl>ClCCl>[Cl:1][C:2]1[C:3]2[CH:18]=[C:17]([O:19][CH3:20])[C:16]([OH:21])=[CH:15][C:4]=2[S:5][C:6]=1[C:7]([N:9]1[CH2:10][CH2:11][O:12][CH2:13][CH2:14]1)=[O:8] |f:1.2.3.4|. Reported procedure: (3-Chloro-5,6-dimethoxy-benzo[b]thiophen-2-yl)-morpholin-4-yl-methanone (11.8 g) from Example 8 was slurried in dichloromethane (250 ml) and aluminum chloride (33 g) was gradually added. The reaction mixture was stirred at room temperature for 24 hours. Then 6M hydrochloric acid (96 ml) was gradually added. The organic layer was dried with sodium sulphate, evaporated and dried in vacuum. The product was a mixture of two compounds and was used for the next step without any purification. As a reaction SMILES: [CH2:1]([O:8][C:9]1[CH:22]=[CH:21][CH:20]=[C:19]2[C:10]=1[O:11][C:12]1[CH:13]=[C:14](Cl)[CH:15]=[CH:16][C:17]=1[C:18]2=[O:23])[C:2]1[CH:7]=[CH:6][CH:5]=[CH:4][CH:3]=1.[H-].[Na+].CN(C)[CH:29]=[O:30]>O>[CH2:1]([O:8][C:9]1[CH:22]=[CH:21][CH:20]=[C:19]2[C:10]=1[O:11][C:12]1[CH:13]=[C:14]([O:30][CH3:29])[CH:15]=[CH:16][C:17]=1[C:18]2=[O:23])[C:2]1[CH:7]=[CH:6][CH:5]=[CH:4][CH:3]=1 |f:1.2|. Run in O (water). Product: C(C1=CC=CC=C1)OC1=C2OC=3C=C(C=CC3C(C2=CC=C1)=O)OC (5-benzyloxy-3-methoxyxanthone). Starting materials: C(C1=CC=CC=C1)OC1=C2OC=3C=C(C=CC3C(C2=CC=C1)=O)Cl (5-benzyloxy-3-chloroxanthone), [H-].[Na+] (sodium hydride), CN(C=O)C (dimethylformamide). Procedure details: A mixture of 5-benzyloxy-3-chloroxanthone (8.5 g.), sodium hydride (3 g.), methaol (20 ml.) and dimethylformamide (100 ml.) is stirred at room temperature for 24 hours. The mixture is poured into water and the precipitate is filtered. The residue is recrystallised from isopropanol to give 5-benzyloxy-3-methoxyxanthone, m.p. 158° C. Run at time 24 hour. Reactants: [BH4-], Cc1ccccc1, NCCCCCn1ccnc1, [Na+], O=CCCc1ccccc1, Cc1ccc(S(=O)(=O)O)cc1. The product is c1ccc(CCCNCCCCCn2ccnc2)cc1. RXN SMILES: [BH4-:33].[CH3:35][c:36]1[cH:37][cH:38][cH:39][cH:40][cH:41]1.[NH2:1][CH2:2][CH2:3][CH2:4][CH2:5][CH2:6][n:7]1[cH:8][n:9][cH:10][cH:11]1.[Na+:34].[c:12]1([CH2:18][CH2:19][CH:20]=[O:21])[cH:13][cH:14][cH:15][cH:16][cH:17]1.[c:22]1([CH3:23])[cH:24][cH:25][c:26]([S:27]([OH:28])(=[O:29])=[O:30])[cH:31][cH:32]1>>[NH:1]([CH2:2][CH2:3][CH2:4][CH2:5][CH2:6][n:7]1[cH:8][n:9][cH:10][cH:11]1)[CH2:20][CH2:19][CH2:18][c:12]1[cH:13][cH:14][cH:15][cH:16][cH:17]1. Starting materials: C1CCOC1, [Li+], COC(=O)c1cccc2oc(C34CCN(CC3)CC4)nc12, [OH-], O, O. Product: O=C(O)c1cccc2oc(C34CCN(CC3)CC4)nc12. As a reaction SMILES: [CH2:25]1[O:26][CH2:27][CH2:28][CH2:29]1.[Li+:24].[N:1]12[CH2:2][CH2:3][C:4]([c:9]3[o:10][c:11]4[c:12]([n:13]3)[c:14]([C:18](=[O:19])[O:20][CH3:21])[cH:15][cH:16][cH:17]4)([CH2:5][CH2:6]1)[CH2:7][CH2:8]2.[OH-:23].[OH2:22].[OH2:30]>>[N:1]12[CH2:2][CH2:3][C:4]([c:9]3[o:10][c:11]4[c:12]([n:13]3)[c:14]([C:18](=[O:19])[OH:20])[cH:15][cH:16][cH:17]4)([CH2:5][CH2:6]1)[CH2:7][CH2:8]2. Reactants: C(C)(C)(C)N1N=CC=C1NC1=CC=CC(=N1)CC1(CCN(CC1)C(=O)OC(C)(C)C)C(=O)OCC (1-tert-butyl 4-ethyl 4-((6-((1-tert-butyl-1H-pyrazol-5-yl)amino)pyridin-2-yl)methyl)piperidine-1,4-dicarboxylate), Cl (hydrogen chloride). Run in O1CCOCC1 (1,4-dioxane), C(C)O (ethanol). Conditions: time 30 minute. The product is C(C)(C)(C)N1N=CC=C1NC1=CC=CC(=N1)CC1(CCNCC1)C(=O)OCC (ethyl 4-((6-((1-tert-butyl-1H-pyrazol-5-yl)amino)pyridin-2-yl)methyl)piperidine-4-carboxylate). Reaction SMILES: [C:1]([N:5]1[C:9]([NH:10][C:11]2[N:16]=[C:15]([CH2:17][C:18]3([C:31]([O:33][CH2:34][CH3:35])=[O:32])[CH2:23][CH2:22][N:21](C(OC(C)(C)C)=O)[CH2:20][CH2:19]3)[CH:14]=[CH:13][CH:12]=2)=[CH:8][CH:7]=[N:6]1)([CH3:4])([CH3:3])[CH3:2].Cl>O1CCOCC1.C(O)C>[C:1]([N:5]1[C:9]([NH:10][C:11]2[N:16]=[C:15]([CH2:17][C:18]3([C:31]([O:33][CH2:34][CH3:35])=[O:32])[CH2:23][CH2:22][NH:21][CH2:20][CH2:19]3)[CH:14]=[CH:13][CH:12]=2)=[CH:8][CH:7]=[N:6]1)([CH3:3])([CH3:4])[CH3:2]. Reported procedure: To 1.21 g of 1-tert-butyl 4-ethyl 4-((6-((1-tert-butyl-1H-pyrazol-5-yl)amino)pyridin-2-yl)methyl)piperidine-1,4-dicarboxylate were added 12 ml of 4 M hydrogen chloride in 1,4-dioxane and 3 ml of ethanol at room temperature. The reaction mixture was stirred at room temperature for 30 minutes, and concentrated in vacuo. The resulting residue was basified with saturated aqueous sodium bicarbonate solution, and extracted with ethyl acetate. The resulting ethyl acetate solution was dried over anhydro... The reactants are C(C)N1N=CC=2C1=NC=C(C2NN)C(=O)N (1-ethyl-4-hydrazino-1H-pyrazolo[3,4-b]pyridine-5-carboxamide), CC(=O)C (acetone). Run at time 8 hour. Yields the product C(C)N1N=CC=2C1=NC=C(C2NN=C(C)C)C(=O)N (1-Ethyl-4-[2-(1-methylethylidene)hydrazino]-1H-pyrazolo[3,4-b]pyridine-5-carboxamide). RXN SMILES: [CH2:1]([N:3]1[C:7]2=[N:8][CH:9]=[C:10]([C:14]([NH2:16])=[O:15])[C:11]([NH:12][NH2:13])=[C:6]2[CH:5]=[N:4]1)[CH3:2].[CH3:17][C:18]([CH3:20])=O>>[CH2:1]([N:3]1[C:7]2=[N:8][CH:9]=[C:10]([C:14]([NH2:16])=[O:15])[C:11]([NH:12][N:13]=[C:18]([CH3:20])[CH3:17])=[C:6]2[CH:5]=[N:4]1)[CH3:2]. Reported procedure: 14 g. of well pulverized 1-ethyl-4-hydrazino-1H-pyrazolo[3,4-b]pyridine-5-carboxamide (0.0635 mol.) are dissolved in 500ml. of anhydrous acetone and the solution is allowed to stand overnight. Then excess acetone is removed in vacuo and the residual 1-ethyl-4-[2-(1-methylethylidene)hydrazino]-1H-pyrazolo[3,4-b]pyridine-5-carboxamide is recrystallized from ethyl acetate, m.p. 217°-218°, yield 9.75 g. (59%). The solvent is C(C)(=O)O (acetic acid). The yield is 82.0%. Reported procedure: 5-Methyl-2-thiophenecarbaldehyde (2.6 g, 0.1 M), hydroxylamine hydrochloride (8.3 g, 0.12 M), and sodium acetate (9.8 g, 0.12 M) were added to. acetic acid (50 ml) and the mixture was refluxed for 13 to 15 hours. After disappearance of the starting material was confirmed by high performance liquid chromatography (HPLC retention time ca 13 min.), the reaction mixture was concentrated under reduced pressure to about one-half of its volume. To this concentrate was added concentrated hydrochloric ac... As a reaction SMILES: [CH3:1][C:2]1[S:6][C:5]([CH:7]=[O:8])=[CH:4][CH:3]=1.Cl.[NH2:10]O.C([O-])(=O)C.[Na+]>C(O)(=O)C>[CH3:1][C:2]1[S:6][C:5]([C:7]([NH2:10])=[O:8])=[CH:4][CH:3]=1 |f:1.2,3.4|. Run at time 4 hour. The reactants are CC1=CC=C(S1)C=O (5-Methyl-2-thiophenecarbaldehyde), Cl.NO (hydroxylamine hydrochloride), C(C)(=O)[O-].[Na+] (sodium acetate). Yields the product CC1=CC=C(S1)C(=O)N (5-methyl-2-thiophenecarboxamide). The reactants are CC(C(=O)OCc1ccccc1)c1ccc(-n2cc(Cl)cn2)c(Cl)c1, CCOC(C)=O, CC(=O)O, [H][H]. Product: CC(C(=O)O)c1ccc(-n2cc(Cl)cn2)c(Cl)c1. RXN SMILES: [CH2:1]([c:2]1[cH:3][cH:4][cH:5][cH:6][cH:7]1)[O:8][C:9]([CH:10]([CH3:11])[c:12]1[cH:13][c:14]([Cl:24])[c:15](-[n:18]2[n:19][cH:20][c:21]([Cl:23])[cH:22]2)[cH:16][cH:17]1)=[O:25].[CH3:28][CH2:29][O:30][C:31](=[O:32])[CH3:33].[CH3:34][C:35](=[O:36])[OH:37].[H:26][H:27]>>[O:8]=[C:9]([CH:10]([CH3:11])[c:12]1[cH:13][c:14]([Cl:24])[c:15](-[n:18]2[n:19][cH:20][c:21]([Cl:23])[cH:22]2)[cH:16][cH:17]1)[OH:25]. Reactants: O1C(COC=2C=C3C=CC(NC3=CC2)=O)C1 (6-(2,3-epoxypropoxy)carbostyril), CNCC1=CC=CC=C1 (N-methylbenzylamine). The solvent is CO (methanol). The product is CN(CC1=CC=CC=C1)CC(COC=1C=C2C=CC(NC2=CC1)=O)O (6-[3-(N-methyl-N-benzylamino)-2-hydroxypropoxy]carbostyril). The yield is 32.5%. As a reaction SMILES: [O:1]1[CH2:16][CH:2]1[CH2:3][O:4][C:5]1[CH:6]=[C:7]2[C:12](=[CH:13][CH:14]=1)[NH:11][C:10](=[O:15])[CH:9]=[CH:8]2.[CH3:17][NH:18][CH2:19][C:20]1[CH:25]=[CH:24][CH:23]=[CH:22][CH:21]=1>CO>[CH3:17][N:18]([CH2:16][CH:2]([OH:1])[CH2:3][O:4][C:5]1[CH:6]=[C:7]2[C:12](=[CH:13][CH:14]=1)[NH:11][C:10](=[O:15])[CH:9]=[CH:8]2)[CH2:19][C:20]1[CH:25]=[CH:24][CH:23]=[CH:22][CH:21]=1. Procedure: A suspension of 6-(2,3-epoxypropoxy)carbostyril (15 g) and N-methylbenzylamine (11 g) in methanol (150 ml) is heated with refluxing for 2.5 hours. From the mixture, methanol is distilled off under reduced pressure, and to the resulting residue is added diethylether and the precipitated crystals are collected by filtration. The crystals thus obtained are purified by silica gel column chromatography (solvent; methanol:chloroform=1:100-1:25), and recrystallized from ethanol to give 6-[3-(N-methyl-N... Starting materials: NC1=CC(=NN1C=1C=C(C2=CC=CC=C2C1)CO)C(C)(C)C ([3-(5-amino-3-t-butyl-pyrazol-1-yl)naphthalen-1-yl]methanol), O=S(Cl)Cl (SOCl2). Run in C1CCOC1 (THF). Yields the product C(C)(C)(C)C1=NN(C(=C1)N)C1=CC2=CC=CC=C2C(=C1)CCl (3-t-butyl-1-[4-(chloromethyl)naphthalen-2-yl]-1H-pyrazol-5-amine). Isolated yield 88.5%. As a reaction SMILES: [NH2:1][C:2]1[N:6]([C:7]2[CH:8]=[C:9]([CH2:17]O)[C:10]3[C:15]([CH:16]=2)=[CH:14][CH:13]=[CH:12][CH:11]=3)[N:5]=[C:4]([C:19]([CH3:22])([CH3:21])[CH3:20])[CH:3]=1.O=S(Cl)[Cl:25]>C1COCC1>[C:19]([C:4]1[CH:3]=[C:2]([NH2:1])[N:6]([C:7]2[CH:8]=[C:9]([CH2:17][Cl:25])[C:10]3[C:15](=[CH:14][CH:13]=[CH:12][CH:11]=3)[CH:16]=2)[N:5]=1)([CH3:22])([CH3:21])[CH3:20]. Procedure details: To [3-(5-amino-3-t-butyl-pyrazol-1-yl)naphthalen-1-yl]methanol (1.6 g, 5.4 mmol) in THF (20 mL) was added SOCl2 (3.0 g, 25 mmol). The mixture was heated at reflux for 3 h and then concentrated under pressure to yield crude 3-t-butyl-1-[4-(chloromethyl)naphthalen-2-yl]-1H-pyrazol-5-amine (1.5 g), which was used for the next reaction without further purification. MS (ESI) m/z: 314 (M+H+).